From a dataset of the Open Reaction Database (ORD), a public repository of structured organic reaction records. describe an organic reaction: reactants, conditions, products, and yield Starting materials: OC=1C=C(C=2COC3=CC(=CC=C3C2)O)C=CC1 (3′,7-Dihydroxyisoflav-3-ene), NC1=CC=C(C=C1)C (p-toluidine), C(C)O (ethanol), C=O (Formaldehyde). Reaction conditions: time 2 day. Yields the product C1(=CC=C(C=C1)N1COC2=C(C1)C=C1C=C(COC1=C2)C=2C=C(C=CC2)O)C (3-(3-p-Tolyl-2,3,4,8-tetrahydrochromeno[6,7-e][1,3]oxazin-7-yl)phenol). Yield: 30.0%. Reaction SMILES: [OH:1][C:2]1[CH:3]=[C:4]([CH:16]=[CH:17][CH:18]=1)[C:5]1[CH2:6][O:7][C:8]2[C:13]([CH:14]=1)=[CH:12][CH:11]=[C:10](O)[CH:9]=2.[NH2:19][C:20]1[CH:25]=[CH:24][C:23]([CH3:26])=[CH:22][CH:21]=1.[CH2:27]=[O:28].[CH2:29](O)C>>[C:23]1([CH3:26])[CH:24]=[CH:25][C:20]([N:19]2[CH2:29][C:11]3[CH:12]=[C:13]4[C:8](=[CH:9][C:10]=3[O:28][CH2:27]2)[O:7][CH2:6][C:5]([C:4]2[CH:3]=[C:2]([OH:1])[CH:18]=[CH:17][CH:16]=2)=[CH:14]4)=[CH:21][CH:22]=1. Procedure: 3′,7-Dihydroxyisoflav-3-ene (196 mg, 0.82 mmol) and p-toluidine (130 mg, 1.21 mmol) were dissolved in ethanol (1 ml). Formaldehyde solution (0.6 ml, 8.06 mmol, 37% wt.) was added and the reaction stirred at room temperature for 2 days. The resulting precipitate was collected to afford the title compound (99 mg, 30%).